This data is from the Open Reaction Database (ORD), a public repository of structured organic reaction records. The task is: describe an organic reaction: reactants, conditions, products, and yield The reactants are C(C)O (ethanol), C([O-])([O-])=O.[K+].[K+] (potassium carbonate), B(OC=1OC2=C(C1)C=C(C=C2)OCCC)([O-])[O-] (5-propoxy-benzofuran-2-yl borate), BrC=1C=CC2=C(C=C(CCS2(=O)=O)C(=O)NC2=CC=C(C=C2)CN(C2CCOCC2)C)C1 (7-bromo-N-[4-[[N-methyl-N-(tetrahydropyran-4-yl)amino]methyl]phenyl]-1,1-dioxo-2,3-dihydro-1-benzothiepine-4-carboxamide). The reagents and catalysts are C=1C=CC(=CC1)[P](C=2C=CC=CC2)(C=3C=CC=CC3)[Pd]([P](C=4C=CC=CC4)(C=5C=CC=CC5)C=6C=CC=CC6)([P](C=7C=CC=CC7)(C=8C=CC=CC8)C=9C=CC=CC9)[P](C=1C=CC=CC1)(C=1C=CC=CC1)C=1C=CC=CC1 (tetrakistriphenylphosphinepalladium). Solvent: C1(=CC=CC=C1)C (toluene), O (water), O (water). Reaction conditions: time 30 minute. Yields the product CN(C1CCOCC1)CC1=CC=C(C=C1)NC(=O)C=1CCS(C2=C(C1)C=C(C=C2)C=2OC1=C(C2)C=C(C=C1)OCCC)(=O)=O (N-[4-[[N-methyl-N-(tetrahydropyran-4-yl)amino]methyl]phenyl]-1,1-dioxo-7-(5-propoxybenzofuran-2-yl)-2,3-dihydro-1-benzothiepine-4-carboxamide). The yield is 32.4%. As a reaction SMILES: C(O)C.B([O-])([O-])O[C:6]1[O:7][C:8]2[CH:14]=[CH:13][C:12]([O:15][CH2:16][CH2:17][CH3:18])=[CH:11][C:9]=2[CH:10]=1.Br[C:22]1[CH:23]=[CH:24][C:25]2[S:31](=[O:33])(=[O:32])[CH2:30][CH2:29][C:28]([C:34]([NH:36][C:37]3[CH:42]=[CH:41][C:40]([CH2:43][N:44]([CH3:51])[CH:45]4[CH2:50][CH2:49][O:48][CH2:47][CH2:46]4)=[CH:39][CH:38]=3)=[O:35])=[CH:27][C:26]=2[CH:52]=1.C(=O)([O-])[O-].[K+].[K+]>C1(C)C=CC=CC=1.C1C=CC([P]([Pd]([P](C2C=CC=CC=2)(C2C=CC=CC=2)C2C=CC=CC=2)([P](C2C=CC=CC=2)(C2C=CC=CC=2)C2C=CC=CC=2)[P](C2C=CC=CC=2)(C2C=CC=CC=2)C2C=CC=CC=2)(C2C=CC=CC=2)C2C=CC=CC=2)=CC=1.O>[CH3:51][N:44]([CH2:43][C:40]1[CH:41]=[CH:42][C:37]([NH:36][C:34]([C:28]2[CH2:29][CH2:30][S:31](=[O:33])(=[O:32])[C:25]3[CH:24]=[CH:23][C:22]([C:6]4[O:7][C:8]5[CH:14]=[CH:13][C:12]([O:15][CH2:16][CH2:17][CH3:18])=[CH:11][C:9]=5[CH:10]=4)=[CH:52][C:26]=3[CH:27]=2)=[O:35])=[CH:38][CH:39]=1)[CH:45]1[CH2:50][CH2:49][O:48][CH2:47][CH2:46]1 |f:3.4.5,^1:69,71,90,109|. Reported procedure: In toluene (15 ml), ethanol (1.5 ml) and water (1.5 ml) were suspended 5-propoxy-benzofuran-2-yl borate (165 mg), 7-bromo-N-[4-[[N-methyl-N-(tetrahydropyran-4-yl)amino]methyl]phenyl]-1,1-dioxo-2,3-dihydro-1-benzothiepine-4-carboxamide (300 mg) and potassium carbonate (208 mg), and the suspension was stirred under argon atmosphere for 30 minutes. To the mixture was added tetrakistriphenylphosphinepalladium (47 mg), and the mixture was stirred, under argon atmosphere, at 100° C. for 8 hours and co... The product is N1(C=NC=C1)C1=NC=NC(=C1)N1C=NC=C1 (4,6-bis(1-imidazoly)pyrimidine). Run in O1CCCC1 (tetrahydrofuran). Yield: 69.3%. The reactants are ClC1=NC=NC(=C1)Cl (4,6-dichloropyrimidine), N1C=NC=C1 (imidazole). Procedure details: In anhydrous tetrahydrofuran, 298 mg of 4,6-dichloropyrimidine was substituted with 272 mg of imidazole. The reaction mixture was treated according to the procedure of Example 1 to yield 294 mg of 4,6-bis(1-imidazoly)pyrimidine, recrystallized from a mixture of isopropyl-alcohol and methanol, and having a melting point of 243°-244° C. RXN SMILES: Cl[C:2]1[CH:7]=[C:6](Cl)[N:5]=[CH:4][N:3]=1.[NH:9]1[CH:13]=[CH:12][N:11]=[CH:10]1>O1CCCC1>[N:9]1([C:2]2[CH:7]=[C:6]([N:9]3[CH:13]=[CH:12][N:11]=[CH:10]3)[N:5]=[CH:4][N:3]=2)[CH:13]=[CH:12][N:11]=[CH:10]1. The reactants are COc1c(C(=O)NC2CCN(C(=O)COC(C)=O)CC2)n(C)c2c1c(=O)n(Cc1ccc(C(F)(F)F)nc1C)c1ccccc21, O=C([O-])[O-], O=C([O-])O, C1CCOC1, [K+], [K+], [Na+]. The product is COc1c(C(=O)NC2CCN(C(=O)CO)CC2)n(C)c2c1c(=O)n(Cc1ccc(C(F)(F)F)nc1C)c1ccccc21. RXN SMILES: [C:1](=[O:2])([CH3:3])[O:4][CH2:5][C:6](=[O:7])[N:8]1[CH2:9][CH2:10][CH:11]([NH:14][C:15](=[O:16])[c:17]2[c:18]([O:44][CH3:45])[c:19]3[c:20](=[O:43])[n:21]([CH2:31][c:32]4[c:33]([CH3:42])[n:34][c:35]([C:38]([F:39])([F:40])[F:41])[cH:36][cH:37]4)[c:22]4[cH:23][cH:24][cH:25][cH:26][c:27]4[c:28]3[n:29]2[CH3:30])[CH2:12][CH2:13]1.[C:46](=[O:47])([O-:48])[O-:49].[C:57](=[O:58])([O-:59])[OH:60].[CH2:52]1[O:53][CH2:54][CH2:55][CH2:56]1.[K+:50].[K+:51].[Na+:61]>>[OH:4][CH2:5][C:6](=[O:7])[N:8]1[CH2:9][CH2:10][CH:11]([NH:14][C:15](=[O:16])[c:17]2[c:18]([O:44][CH3:45])[c:19]3[c:20](=[O:43])[n:21]([CH2:31][c:32]4[c:33]([CH3:42])[n:34][c:35]([C:38]([F:39])([F:40])[F:41])[cH:36][cH:37]4)[c:22]4[cH:23][cH:24][cH:25][cH:26][c:27]4[c:28]3[n:29]2[CH3:30])[CH2:12][CH2:13]1. Starting materials: ClC1=NC=CC(=C1)C1=NC(=CC(=N1)C1=CC(=C(C=C1)C(F)(F)F)OCC(F)(F)F)C(F)(F)F (2-(2-chloro-pyridin-4-yl)-4-[3-(2,2,2-trifluoro-ethoxy)-4-trifluoromethyl-phenyl]-6-trifluoromethyl-pyrimidine), C(C)(C)(C)NS(=O)(=O)C=1C=C(C=CC1)B(O)O (3-(tert.-butylsulfamoyl)-phenylboronic acid). The product is C(C)(C)(C)NS(=O)(=O)C1=CC(=CC=C1)C1=NC=CC(=C1)C1=NC(=CC(=N1)C1=CC(=C(C=C1)C(F)(F)F)OCC(F)(F)F)C(F)(F)F (3-(4-{4-[3-(2,2,2-Trifluoro-ethoxy)-4-trifluoromethyl-phenyl]-6-trifluoromethyl-pyrimidin-2-yl}-pyridin-2-yl)-benzenesulfonic acid tert-butylamide), solid. Reaction SMILES: Cl[C:2]1[CH:7]=[C:6]([C:8]2[N:13]=[C:12]([C:14]3[CH:19]=[CH:18][C:17]([C:20]([F:23])([F:22])[F:21])=[C:16]([O:24][CH2:25][C:26]([F:29])([F:28])[F:27])[CH:15]=3)[CH:11]=[C:10]([C:30]([F:33])([F:32])[F:31])[N:9]=2)[CH:5]=[CH:4][N:3]=1.[C:34]([NH:38][S:39]([C:42]1[CH:43]=[C:44](B(O)O)[CH:45]=[CH:46][CH:47]=1)(=[O:41])=[O:40])([CH3:37])([CH3:36])[CH3:35]>>[C:34]([NH:38][S:39]([C:42]1[CH:43]=[CH:44][CH:45]=[C:46]([C:2]2[CH:7]=[C:6]([C:8]3[N:13]=[C:12]([C:14]4[CH:19]=[CH:18][C:17]([C:20]([F:23])([F:22])[F:21])=[C:16]([O:24][CH2:25][C:26]([F:29])([F:28])[F:27])[CH:15]=4)[CH:11]=[C:10]([C:30]([F:33])([F:32])[F:31])[N:9]=3)[CH:5]=[CH:4][N:3]=2)[CH:47]=1)(=[O:41])=[O:40])([CH3:37])([CH3:35])[CH3:36]. Reported procedure: 3-(4-{4-[3-(2,2,2-Trifluoro-ethoxy)-4-trifluoromethyl-phenyl]-6-trifluoromethyl-pyrimidin-2-yl}-pyridin-2-yl)-benzenesulfonic acid tert-butylamide was prepared from 2-(2-chloro-pyridin-4-yl)-4-[3-(2,2,2-trifluoro-ethoxy)-4-trifluoromethyl-phenyl]-6-trifluoromethyl-pyrimidine (example E.56) (0.16 g, 0.32 mmol) and commercially available 3-(tert.-butylsulfamoyl)-phenylboronic acid (0.11 g, 0.41 mmol) according to the general procedure VI. Obtained as a light yellow solid (0.21 g), which was subseq... The reactants are C(C)(=O)NC(CO)(CO)CCCC1=CC(=CC=C1)OCCCCCCCCCCC (2-Acetamido-2-[3-(3-undecyloxyphenyl)propyl]-1,3-propanediol), ice water, Cl (hydrochloric acid), [OH-].[Na+] (sodium hydroxide). The solvent is CO (methanol). The product is NC(CO)(CO)CCCC1=CC(=CC=C1)OCCCCCCCCCCC (2-amino-2-[3-(3-undecyloxyphenyl)propyl]-1,3-propanediol). Isolated yield 71.4%. Reaction SMILES: C([NH:4][C:5]([CH2:10][CH2:11][CH2:12][C:13]1[CH:18]=[CH:17][CH:16]=[C:15]([O:19][CH2:20][CH2:21][CH2:22][CH2:23][CH2:24][CH2:25][CH2:26][CH2:27][CH2:28][CH2:29][CH3:30])[CH:14]=1)([CH2:8][OH:9])[CH2:6][OH:7])(=O)C.[OH-].[Na+].Cl>CO>[NH2:4][C:5]([CH2:10][CH2:11][CH2:12][C:13]1[CH:18]=[CH:17][CH:16]=[C:15]([O:19][CH2:20][CH2:21][CH2:22][CH2:23][CH2:24][CH2:25][CH2:26][CH2:27][CH2:28][CH2:29][CH3:30])[CH:14]=1)([CH2:6][OH:7])[CH2:8][OH:9] |f:1.2|. Reported procedure: 2-Acetamido-2-[3-(3-undecyloxyphenyl)propyl]-1,3-propanediol (1.4 g) was dissolved in 50 ml of methanol and 16.6 ml of a 1 N aqueous sodium hydroxide solution was added thereto. The mixture was refluxed under heating for 3 hours. The mixture was poured into ice water and neutralized with dilute hydrochloric acid. The solvent was distilled away and chloroform was added to the residue for extraction. The chloroform layer was washed and dried. The solvent was distilled away and the residue was recr... Reactants: C(C)(=O)O (Acetic acid), [F-].[K+] (KF), N([C@@H](C)C(=O)N[C@@H](C(C)C)C(=O)N1[C@H](C(=O)CBr)CCC1)C(=O)OCC1=CC=CC=C1 (Z-Ala-Val-Pro-CH2—Br). Product: N([C@@H](C)C(=O)N[C@@H](C(C)C)C(=O)N1[C@H](C(=O)COC(=O)C)CCC1)C(=O)OCC1=CC=CC=C1 (Z-Ala-Val-Pro-CH2O—C(O)—CH3). RXN SMILES: [C:1]([OH:4])(=[O:3])[CH3:2].[F-].[K+].[NH:7]([C:28]([O:30][CH2:31][C:32]1[CH:37]=[CH:36][CH:35]=[CH:34][CH:33]=1)=[O:29])[C@H:8]([C:10]([NH:12][C@H:13]([C:17]([N:19]1[CH2:27][CH2:26][CH2:25][C@H:20]1[C:21]([CH2:23]Br)=[O:22])=[O:18])[CH:14]([CH3:16])[CH3:15])=[O:11])[CH3:9]>>[NH:7]([C:28]([O:30][CH2:31][C:32]1[CH:33]=[CH:34][CH:35]=[CH:36][CH:37]=1)=[O:29])[C@H:8]([C:10]([NH:12][C@H:13]([C:17]([N:19]1[CH2:27][CH2:26][CH2:25][C@H:20]1[C:21]([CH2:23][O:3][C:1]([CH3:2])=[O:4])=[O:22])=[O:18])[CH:14]([CH3:15])[CH3:16])=[O:11])[CH3:9] |f:1.2|. Reported procedure: Acetic acid (230 μl, 4.02 mmol), KF (0.234 g, 4.02 mmol), 13 (1.00 g, 2.01 mmol). Starting materials: O=C([O-])[O-], CN(C)C=O, Sc1cc(Cl)cc(Cl)c1, Cc1nn(-c2ccccc2)c(Cl)c1C=O, [K+], [K+], O. The product is Cc1nn(-c2ccccc2)c(Sc2cc(Cl)cc(Cl)c2)c1C=O. Reaction SMILES: [C:25](=[O:26])([O-:27])[O-:28].[CH3:31][N:32]([CH3:33])[CH:34]=[O:35].[Cl:16][c:17]1[cH:18][c:19]([SH:24])[cH:20][c:21]([Cl:23])[cH:22]1.[Cl:1][c:2]1[c:3]([CH:14]=[O:15])[c:4]([CH3:13])[n:5][n:6]1-[c:7]1[cH:8][cH:9][cH:10][cH:11][cH:12]1.[K+:29].[K+:30].[OH2:36]>>[c:2]1([S:24][c:19]2[cH:18][c:17]([Cl:16])[cH:22][c:21]([Cl:23])[cH:20]2)[c:3]([CH:14]=[O:15])[c:4]([CH3:13])[n:5][n:6]1-[c:7]1[cH:8][cH:9][cH:10][cH:11][cH:12]1.